Dataset: the Open Reaction Database (ORD), a public repository of structured organic reaction records. Task: describe an organic reaction: reactants, conditions, products, and yield Starting materials: Br, COc1ccc(CCCCc2c[nH]nn2)cc1, [Na+], [OH-]. Product: Oc1ccc(CCCCc2c[nH]nn2)cc1. RXN SMILES: [BrH:18].[CH3:1][O:2][c:3]1[cH:4][cH:5][c:6]([CH2:9][CH2:10][CH2:11][CH2:12][c:13]2[n:14][n:15][nH:16][cH:17]2)[cH:7][cH:8]1.[Na+:20].[OH-:19]>>[OH:2][c:3]1[cH:4][cH:5][c:6]([CH2:9][CH2:10][CH2:11][CH2:12][c:13]2[n:14][n:15][nH:16][cH:17]2)[cH:7][cH:8]1. Reactants: O=C([O-])[O-], CN(C)CCCCl, Cl, [Cs+], [Cs+], Oc1ccc(-c2nnc(COCCSc3ccccc3)o2)cc1. The product is CN(C)CCCOc1ccc(-c2nnc(COCCSc3ccccc3)o2)cc1. As a reaction SMILES: [C:24](=[O:25])([O-:26])[O-:27].[Cl:31][CH2:32][CH2:33][CH2:34][N:35]([CH3:36])[CH3:37].[ClH:30].[Cs+:28].[Cs+:29].[c:1]1([S:7][CH2:8][CH2:9][O:10][CH2:11][c:12]2[n:13][n:14][c:15](-[c:17]3[cH:18][cH:19][c:20]([OH:23])[cH:21][cH:22]3)[o:16]2)[cH:2][cH:3][cH:4][cH:5][cH:6]1>>[c:1]1([S:7][CH2:8][CH2:9][O:10][CH2:11][c:12]2[n:13][n:14][c:15](-[c:17]3[cH:18][cH:19][c:20]([O:23][CH2:32][CH2:33][CH2:34][N:35]([CH3:36])[CH3:37])[cH:21][cH:22]3)[o:16]2)[cH:2][cH:3][cH:4][cH:5][cH:6]1. Product: C1(CCCCC1)COC=1C=C(C=C(C1)OCC)C(C)=O (1-(3-Cyclohexylmethoxy-5-ethoxyphenyl)ethanone). Conditions: temperature 50 celsius, time 2 hour. As a reaction SMILES: [OH:1][C:2]1[CH:3]=[C:4]([C:9](=[O:11])[CH3:10])[CH:5]=[C:6]([OH:8])[CH:7]=1.[CH2:12](Br)[CH3:13].[H-].[Na+].[CH:17]1([CH2:23]Br)[CH2:22][CH2:21][CH2:20][CH2:19][CH2:18]1>CN(C=O)C.CC(=O)OCC>[CH:17]1([CH2:23][O:1][C:2]2[CH:3]=[C:4]([C:9](=[O:11])[CH3:10])[CH:5]=[C:6]([O:8][CH2:12][CH3:13])[CH:7]=2)[CH2:22][CH2:21][CH2:20][CH2:19][CH2:18]1 |f:2.3|. Procedure details: 1-(3,5-Dihydroxyphenyl)ethanone (1.0 g) and ethyl bromide (0.531 ml) were dissolved at RT in DMF (20 ml), and sodium hydride (189 mg) was added. After stirring at 50° C. for 2 h, cyclohexylmethyl bromide (1.36 ml) was added, followed by further sodium hydride (315 mg). After stirring at 50° C. for another 2 h, the DMF was drawn off and the residue was taken up in EA, washed with water, dried, filtered and concentrated. The residue was purified using silica gel (80 g cartridge, n-heptane/EA gradi... Reactants: C1(CCCCC1)CBr (cyclohexylmethyl bromide), OC=1C=C(C=C(C1)O)C(C)=O (1-(3,5-Dihydroxyphenyl)ethanone), C(C)Br (ethyl bromide), [H-].[Na+] (sodium hydride), [H-].[Na+] (sodium hydride). Solvent: CN(C)C=O (DMF), CC(OCC)=O (EA), CN(C)C=O (DMF). Reactants: COC1=CC=C(C(=O)O)C=C1 (4-methoxybenzoic acid), C(C)O (ethanol), N,N'-carbonyldiimidazole, NC1=NC2=NC(=CC=C2C=C1)OC1=C(C=CC=C1)OC (2-amino-7-(2-methoxyphenoxy)-1,8-naphthyridine). Solvent: O (water). Reaction conditions: temperature 4 celsius. The product is COC1=C(OC2=CC=C3C=CC(=NC3=N2)NC(C2=CC=C(C=C2)OC)=O)C=CC=C1 (N-[7-(2-methoxyphenoxy)-1,8-naphthyridin-2-yl]-4-methoxybenzamide). The yield is 69.6%. As a reaction SMILES: [CH3:1][O:2][C:3]1[CH:11]=[CH:10][C:6]([C:7]([OH:9])=O)=[CH:5][CH:4]=1.[NH2:12][C:13]1[CH:22]=[CH:21][C:20]2[C:15](=[N:16][C:17]([O:23][C:24]3[CH:29]=[CH:28][CH:27]=[CH:26][C:25]=3[O:30][CH3:31])=[CH:18][CH:19]=2)[N:14]=1.C(O)C>O>[CH3:31][O:30][C:25]1[CH:26]=[CH:27][CH:28]=[CH:29][C:24]=1[O:23][C:17]1[N:16]=[C:15]2[C:20]([CH:21]=[CH:22][C:13]([NH:12][C:7](=[O:9])[C:6]3[CH:5]=[CH:4][C:3]([O:2][CH3:1])=[CH:11][CH:10]=3)=[N:14]2)=[CH:19][CH:18]=1. Reported procedure: The procedure is similar to that described in Example 1, but starting with 4-methoxybenzoic acid (10.2 g), N,N'-carbonyldiimidazole (10.9 g) and 2-amino-7-(2-methoxyphenoxy)-1,8-naphthyridine (13.4 g). The product produced by precipitation in water (18 g; m.p. 167° C.) is dissolved in boiling ethanol (400 cc). After 2 hours' cooling at 4° C., the crystallised solid is separated by filtration, washed with ethanol (2×10 cc) and dried at 45° C. under reduced pressure (0.067 kPa). N-[7-(2-methoxyphe... The reactants are CC(C)(C)P(c1ccccc1-c1ccccc1)C(C)(C)C, C1COCCN1, Cc1ccccc1, CC(C)(C)[O-], O=C(O)c1ccc(OCCc2c(CCNS(=O)(=O)Cc3ccccc3)n(C(c3ccccc3)c3ccccc3)c3ccc(Cl)cc23)cc1, [Na+], O=C(C=Cc1ccccc1)C=Cc1ccccc1, O=C(C=Cc1ccccc1)C=Cc1ccccc1, O=C(C=Cc1ccccc1)C=Cc1ccccc1, [Pd], [Pd]. Yields the product O=C(O)c1ccc(OCCc2c(CCNS(=O)(=O)Cc3ccccc3)n(C(c3ccccc3)c3ccccc3)c3ccc(N4CCOCC4)cc23)cc1. Reaction SMILES: [C:1]([P:2]([C:3]([CH3:4])([CH3:5])[CH3:6])[c:7]1[cH:8][cH:9][cH:10][cH:11][c:12]1-[c:13]1[cH:14][cH:15][cH:16][cH:17][cH:18]1)([CH3:19])([CH3:20])[CH3:21].[CH2:76]1[CH2:77][O:78][CH2:79][CH2:80][NH:81]1.[CH3:138][c:139]1[cH:140][cH:141][cH:142][cH:143][cH:144]1.[CH3:22][C:23]([CH3:24])([O-:25])[CH3:26].[CH:28]([c:29]1[cH:30][cH:31][cH:32][cH:33][cH:34]1)([c:35]1[cH:36][cH:37][cH:38][cH:39][cH:40]1)[n:41]1[c:42]([CH2:63][CH2:64][NH:65][S:66](=[O:67])(=[O:68])[CH2:69][c:70]2[cH:71][cH:72][cH:73][cH:74][cH:75]2)[c:43]([CH2:51][CH2:52][O:53][c:54]2[cH:55][cH:56][c:57]([C:58](=[O:59])[OH:60])[cH:61][cH:62]2)[c:44]2[cH:45][c:46]([Cl:50])[cH:47][cH:48][c:49]12.[Na+:27].[O:102]=[C:103]([CH:104]=[CH:105][c:106]1[cH:107][cH:108][cH:109][cH:110][cH:111]1)[CH:112]=[CH:113][c:114]1[cH:115][cH:116][cH:117][cH:118][cH:119]1.[O:120]=[C:121]([CH:122]=[CH:123][c:124]1[cH:125][cH:126][cH:127][cH:128][cH:129]1)[CH:130]=[CH:131][c:132]1[cH:133][cH:134][cH:135][cH:136][cH:137]1.[O:84]=[C:85]([CH:86]=[CH:87][c:88]1[cH:89][cH:90][cH:91][cH:92][cH:93]1)[CH:94]=[CH:95][c:96]1[cH:97][cH:98][cH:99][cH:100][cH:101]1.[Pd:82].[Pd:83]>>[CH:28]([c:29]1[cH:30][cH:31][cH:32][cH:33][cH:34]1)([c:35]1[cH:36][cH:37][cH:38][cH:39][cH:40]1)[n:41]1[c:42]([CH2:63][CH2:64][NH:65][S:66](=[O:67])(=[O:68])[CH2:69][c:70]2[cH:71][cH:72][cH:73][cH:74][cH:75]2)[c:43]([CH2:51][CH2:52][O:53][c:54]2[cH:55][cH:56][c:57]([C:58](=[O:59])[OH:60])[cH:61][cH:62]2)[c:44]2[cH:45][c:46]([N:81]3[CH2:76][CH2:77][O:78][CH2:79][CH2:80]3)[cH:47][cH:48][c:49]12. Reactants: C=CCCCC1CC(O)CC(O)(C2CSC(=O)N2Cc2ccc(OC)cc2)O1, C=CCCCC1CC(O)CC(O)(C2CSC(=O)N2Cc2ccc(OC)cc2)O1. Yields the product C=CCCCC1CC(O)CC(OC)(C2CSC(=O)N2Cc2ccc(OC)cc2)O1. As a reaction SMILES: [OH:1][C:2]1([CH:14]2[N:15]([CH2:20][c:21]3[cH:22][cH:23][c:24]([O:27][CH3:28])[cH:25][cH:26]3)[C:16](=[O:19])[S:17][CH2:18]2)[O:3][CH:4]([CH2:9][CH2:10][CH2:11][CH:12]=[CH2:13])[CH2:5][CH:6]([OH:8])[CH2:7]1.[OH:29][C:30]1([CH:31]2[CH2:32][S:33][C:34](=[O:35])[N:36]2[CH2:37][c:38]2[cH:39][cH:40][c:41]([O:42][CH3:43])[cH:44][cH:45]2)[CH2:46][CH:47]([OH:48])[CH2:49][CH:50]([CH2:51][CH2:52][CH2:53][CH:54]=[CH2:55])[O:56]1>>[O:1]([C:2]1([CH:14]2[N:15]([CH2:20][c:21]3[cH:22][cH:23][c:24]([O:27][CH3:28])[cH:25][cH:26]3)[C:16](=[O:19])[S:17][CH2:18]2)[O:3][CH:4]([CH2:9][CH2:10][CH2:11][CH:12]=[CH2:13])[CH2:5][CH:6]([OH:8])[CH2:7]1)[CH3:30]. Reactants: [N+](=O)([O-])C1=CC=C(C=C1)C1(CCC1)C(=O)OCC (ethyl 1-(4-nitrophenyl)cyclobutanecarboxylate). Reagents/catalysts: [Pd] (Pd/C). The solvent is O1CCCC1 (tetrahydrofuran). Conditions: temperature 23 celsius, time 1 hour. Product: NC1=CC=C(C=C1)C1(CCC1)C(=O)OCC (Ethyl 1-(4-aminophenyl)cyclobutanecarboxylate). Reaction SMILES: [N+:1]([C:4]1[CH:9]=[CH:8][C:7]([C:10]2([C:14]([O:16][CH2:17][CH3:18])=[O:15])[CH2:13][CH2:12][CH2:11]2)=[CH:6][CH:5]=1)([O-])=O>O1CCCC1.[Pd]>[NH2:1][C:4]1[CH:5]=[CH:6][C:7]([C:10]2([C:14]([O:16][CH2:17][CH3:18])=[O:15])[CH2:11][CH2:12][CH2:13]2)=[CH:8][CH:9]=1. Reported procedure: 5.5 g of ethyl 1-(4-nitrophenyl)cyclobutanecarboxylate are dissolved in 55 ml of tetrahydrofuran, 2 g of 5% Pd/C (52.3% of water) are added, and the mixture is stirred at 23° C. under a hydrogen atmosphere for 1 h. After aeration, insoluble material is filtered off, and the filtrate is evaporated to dryness in vacuo. Yield: 4.3 g (89%) of ethyl 1-(4-aminophenyl)cyclobutanecarboxylate; LC-MS retention time: 2.05 min (“nonpolar” gradient). Reactants: ClC1=C(C=CC(=C1)Cl)N=C1NCCN1 (2-(2,4-dichlorophenylimino)imidazolidine), C(C)(=O)OC(C)=O (acetic anhydride). Solvent: C1=CC=CC=C1 (benzene). Run at time 3 day. The product is C(C)(=O)N1C(NCC1)=NC1=C(C=C(C=C1)Cl)Cl (1-acetyl-2-(2,4-dichlorophenylimino)imidazolidine). RXN SMILES: [Cl:1][C:2]1[CH:7]=[C:6]([Cl:8])[CH:5]=[CH:4][C:3]=1[N:9]=[C:10]1[NH:14][CH2:13][CH2:12][NH:11]1.[C:15](OC(=O)C)(=[O:17])[CH3:16]>C1C=CC=CC=1>[C:15]([N:14]1[CH2:13][CH2:12][NH:11][C:10]1=[N:9][C:3]1[CH:4]=[CH:5][C:6]([Cl:8])=[CH:7][C:2]=1[Cl:1])(=[O:17])[CH3:16]. Procedure details: A solution of 2.3 g 2-(2,4-dichlorophenylimino)imidazolidine and 1.1 g acetic anhydride in 50 ml dry benzene was allowed to stand at room temperature for three days. The white crystalline solid was filtered off and washed with benzene to give the novel compound 1-acetyl-2-(2,4-dichlorophenylimino)imidazolidine, melting point 168°-169° C. Starting materials: C1CCOC1, CO, CCOC(=O)c1cn2ncnc(N)c2c1-c1ccc(NC(=O)Nc2ccc(Cl)c(C(F)(F)F)c2)cc1, [Na+], [OH-]. Product: Nc1ncnn2cc(C(=O)O)c(-c3ccc(NC(=O)Nc4ccc(Cl)c(C(F)(F)F)c4)cc3)c12. RXN SMILES: [CH2:37]1[O:38][CH2:39][CH2:40][CH2:41]1.[CH3:44][OH:45].[NH2:1][c:2]1[n:3][cH:4][n:5][n:6]2[c:7]1[c:8](-[c:16]1[cH:17][cH:18][c:19]([NH:22][C:23](=[O:24])[NH:25][c:26]3[cH:27][c:28]([C:33]([F:34])([F:35])[F:36])[c:29]([Cl:32])[cH:30][cH:31]3)[cH:20][cH:21]1)[c:9]([C:11](=[O:12])[O:13][CH2:14][CH3:15])[cH:10]2.[Na+:43].[OH-:42]>>[NH2:1][c:2]1[n:3][cH:4][n:5][n:6]2[c:7]1[c:8](-[c:16]1[cH:17][cH:18][c:19]([NH:22][C:23](=[O:24])[NH:25][c:26]3[cH:27][c:28]([C:33]([F:34])([F:35])[F:36])[c:29]([Cl:32])[cH:30][cH:31]3)[cH:20][cH:21]1)[c:9]([C:11](=[O:12])[OH:13])[cH:10]2.